Task: describe an organic reaction: reactants, conditions, products, and yield. Dataset: the Open Reaction Database (ORD), a public repository of structured organic reaction records Reactants: CCCCOC=Cc1ccc(-c2nc3c(cnn3-c3ccccc3)c(=O)n2-c2ccc(Cl)cc2)cc1, CCO. Yields the product CCCCOCCc1ccc(-c2nc3c(cnn3-c3ccccc3)c(=O)n2-c2ccc(Cl)cc2)cc1. As a reaction SMILES: [CH2:1]([CH2:2][CH2:3][CH3:4])[O:5][CH:6]=[CH:7][c:8]1[cH:9][cH:10][c:11](-[c:14]2[n:15](-[c:30]3[cH:31][cH:32][c:33]([Cl:36])[cH:34][cH:35]3)[c:16](=[O:29])[c:17]3[c:18]([n:19]2)[n:20](-[c:23]2[cH:24][cH:25][cH:26][cH:27][cH:28]2)[n:21][cH:22]3)[cH:12][cH:13]1.[CH3:37][CH2:38][OH:39]>>[CH2:1]([CH2:2][CH2:3][CH3:4])[O:5][CH2:6][CH2:7][c:8]1[cH:9][cH:10][c:11](-[c:14]2[n:15](-[c:30]3[cH:31][cH:32][c:33]([Cl:36])[cH:34][cH:35]3)[c:16](=[O:29])[c:17]3[c:18]([n:19]2)[n:20](-[c:23]2[cH:24][cH:25][cH:26][cH:27][cH:28]2)[n:21][cH:22]3)[cH:12][cH:13]1.